This data is from the Open Reaction Database (ORD), a public repository of structured organic reaction records. The task is: describe an organic reaction: reactants, conditions, products, and yield The reactants are C(C)(C)N1CCN(CC1)C(=O)C=1C=C2C=C(NC2=CC1)C(=O)O (5-(4-isopropyl-piperazine-1-carbonyl)-1H-indole-2-carboxylic acid), Cl (hydrochloride), F[B-](F)(F)F.N1(N=NC2=C1C=CC=C2)OC(=[N+](C)C)N(C)C (O-(benzotriazol-1-yl)-N,N,N′,N′-tetramethyluronium tetrafluoroborate), FC(C1CCNCC1)(F)F (4-trifluoromethylpiperidine), C(C)(C)N(C(C)C)CC (N,N-diisopropylethylamine). Run in CN(C=O)C (N,N-dimethylformamide). Product: C(C)(C)N1CCN(CC1)C(=O)C=1C=C2C=C(NC2=CC1)C(=O)N1CCC(CC1)C(F)(F)F ([5-(4-Isopropyl-piperazine-1-carbonyl)-1H-indol-2-yl]-(4-trifluoromethyl-piperidin-1-yl)-methanone). Reaction SMILES: [CH:1]([N:4]1[CH2:9][CH2:8][N:7]([C:10]([C:12]2[CH:13]=[C:14]3[C:18](=[CH:19][CH:20]=2)[NH:17][C:16]([C:21]([OH:23])=O)=[CH:15]3)=[O:11])[CH2:6][CH2:5]1)([CH3:3])[CH3:2].Cl.F[B-](F)(F)F.N1(OC(N(C)C)=[N+](C)C)C2C=CC=CC=2N=N1.[F:47][C:48]([F:56])([F:55])[CH:49]1[CH2:54][CH2:53][NH:52][CH2:51][CH2:50]1.C(N(CC)C(C)C)(C)C>CN(C)C=O>[CH:1]([N:4]1[CH2:5][CH2:6][N:7]([C:10]([C:12]2[CH:13]=[C:14]3[C:18](=[CH:19][CH:20]=2)[NH:17][C:16]([C:21]([N:52]2[CH2:53][CH2:54][CH:49]([C:48]([F:56])([F:55])[F:47])[CH2:50][CH2:51]2)=[O:23])=[CH:15]3)=[O:11])[CH2:8][CH2:9]1)([CH3:3])[CH3:2] |f:2.3|. Procedure: The title compound was synthesized in analogy to example 1, from 5-(4-isopropyl-piperazine-1-carbonyl)-1H-indole-2-carboxylic acid 1:1 hydrochloride, O-(benzotriazol-1-yl)-N,N,N′,N′-tetramethyluronium tetrafluoroborate (commercially available), 4-trifluoromethylpiperidine (commercially available) and N,N-diisopropylethylamine in N,N-dimethylformamide to give the desired product after purification by preparative HPLC on reversed phase eluting with a gradient formed from acetonitrile/water/formic ... The reactants are CNC1CCN(C)C1, Clc1nc2ccccc2[nH]1, [Na+], [OH-]. Product: CN1CCC(N(C)c2nc3ccccc3[nH]2)C1. Reaction SMILES: [CH3:11][NH:12][CH:13]1[CH2:14][N:15]([CH3:18])[CH2:16][CH2:17]1.[Cl:1][c:2]1[nH:3][c:4]2[c:5]([n:6]1)[cH:7][cH:8][cH:9][cH:10]2.[Na+:20].[OH-:19]>>[c:2]1([N:12]([CH3:11])[CH:13]2[CH2:14][N:15]([CH3:18])[CH2:16][CH2:17]2)[nH:3][c:4]2[c:5]([n:6]1)[cH:7][cH:8][cH:9][cH:10]2. The reactants are COc1ccc(CN(Cc2ccc(OC)cc2)c2cc(-c3cc(C(C)N4CCN(C(=O)OC(C)(C)C)CC4C)cnc3F)nc(C)n2)cc1, ClCCl, O=C(O)C(F)(F)F. Yields the product COc1ccc(CN(Cc2ccc(OC)cc2)c2cc(-c3cc(C(C)N4CCNCC4C)cnc3F)nc(C)n2)cc1. As a reaction SMILES: [CH3:1][O:2][c:3]1[cH:4][cH:5][c:6]([CH2:7][N:8]([c:9]2[cH:10][c:11](-[c:16]3[cH:17][c:18]([CH:23]([CH3:24])[N:25]4[CH:26]([CH3:38])[CH2:27][N:28]([C:31]([O:32][C:33]([CH3:34])([CH3:35])[CH3:36])=[O:37])[CH2:29][CH2:30]4)[cH:19][n:20][c:21]3[F:22])[n:12][c:13]([CH3:15])[n:14]2)[CH2:39][c:40]2[cH:41][cH:42][c:43]([O:46][CH3:47])[cH:44][cH:45]2)[cH:48][cH:49]1.[Cl:57][CH2:58][Cl:59].[F:50][C:51]([F:52])([F:53])[C:54]([OH:55])=[O:56]>>[CH3:1][O:2][c:3]1[cH:4][cH:5][c:6]([CH2:7][N:8]([c:9]2[cH:10][c:11](-[c:16]3[cH:17][c:18]([CH:23]([CH3:24])[N:25]4[CH:26]([CH3:38])[CH2:27][NH:28][CH2:29][CH2:30]4)[cH:19][n:20][c:21]3[F:22])[n:12][c:13]([CH3:15])[n:14]2)[CH2:39][c:40]2[cH:41][cH:42][c:43]([O:46][CH3:47])[cH:44][cH:45]2)[cH:48][cH:49]1. The reactants are C(=O)C1=CC=C(C(=O)Cl)C=C1 (4-formylbenzoyl chloride), C(C=C)(=O)OCC (ethyl acrylate). Reaction SMILES: [CH:1]([C:3]1[CH:11]=[CH:10][C:6]([C:7](Cl)=[O:8])=[CH:5][CH:4]=1)=O.[C:12]([O:16][CH2:17][CH3:18])(=[O:15])[CH:13]=C>>[CH:7]([C:6]1[CH:10]=[CH:11][C:3]([CH:1]=[CH:13][C:12]([O:16][CH2:17][CH3:18])=[O:15])=[CH:4][CH:5]=1)=[O:8]. Yields the product C(=O)C1=CC=C(C=CC(=O)OCC)C=C1 (ethyl 4-formylcinnamate). Reported procedure: The procedure described in Example 28 is repeated, except that 8.23 g (0.05 mol) of 4-formylbenzoyl chloride and 6.25 g (0.0625 mol) of ethyl acrylate are used. After a reaction time of 13 hours at 120° C., 4.7 g (0.023 mol) of ethyl 4-formylcinnamate are obtained, corresponding to a yield of 46% of theory; boiling point 137°-140° C./13 Pa. Isolated yield 46.0%. The reactants are CC1=NC=C(C=N1)C(C)=O (1-(2-methylpyrimidin-5-yl)ethanone), ice water, CS(=O)C (DMSO), [H-].[Na+] (NaH), [I-].C[S+](C)C (Trimethylsulfonium iodide). Solvent: C1CCOC1 (THF), C1CCOC1 (THF). Reaction conditions: temperature 65 celsius, time 10 minute. Yields the product CC1=NC=C(C=N1)C1(OC1)C (2-methyl-5-(2-methyloxiran-2-yl)pyrimidine). RXN SMILES: CS(C)=O.[H-].[Na+].[I-].[CH3:8][S+](C)C.[CH3:12][C:13]1[N:18]=[CH:17][C:16]([C:19](=[O:21])[CH3:20])=[CH:15][N:14]=1>C1COCC1>[CH3:12][C:13]1[N:18]=[CH:17][C:16]([C:19]2([CH3:8])[CH2:20][O:21]2)=[CH:15][N:14]=1 |f:1.2,3.4|. Reported procedure: The title compound was prepared by following general procedure 3. DMSO was added to NaH (1 equiv.) and heated to 65° C. for 1 h. THF was added at the same temperature and heated for another 10 min. After 10 min., the reaction mixture was cooled to 0° C. Trimethylsulfonium iodide (1 equiv.) was added and stirred for 10 min. after which the solution of 1-(2-methylpyrimidin-5-yl)ethanone (1 equiv.) in THF was added dropwise. After complete addition, the reaction mixture was stirred at RT for 2 h. T... Reactants: COC(=O)c1ccc(C(=O)NN=C(C)c2nn(C)c(-c3ccc(F)c(Br)c3)c2O)cc1, CO, Cl, [Na+], [OH-], O. Yields the product CC(=NNC(=O)c1ccc(C(=O)O)cc1)c1nn(C)c(-c2ccc(F)c(Br)c2)c1O. Reaction SMILES: [Br:1][c:2]1[cH:3][c:4](-[c:9]2[c:10]([OH:31])[c:11]([C:15]([CH3:16])=[N:17][NH:18][C:19](=[O:20])[c:21]3[cH:22][cH:23][c:24]([C:25](=[O:26])[O:27][CH3:28])[cH:29][cH:30]3)[n:12][n:13]2[CH3:14])[cH:5][cH:6][c:7]1[F:8].[CH3:32][OH:33].[ClH:36].[Na+:35].[OH-:34].[OH2:37]>>[Br:1][c:2]1[cH:3][c:4](-[c:9]2[c:10]([OH:31])[c:11]([C:15]([CH3:16])=[N:17][NH:18][C:19](=[O:20])[c:21]3[cH:22][cH:23][c:24]([C:25](=[O:26])[OH:27])[cH:29][cH:30]3)[n:12][n:13]2[CH3:14])[cH:5][cH:6][c:7]1[F:8].